The task is: describe an organic reaction: reactants, conditions, products, and yield. This data is from the Open Reaction Database (ORD), a public repository of structured organic reaction records. The reactants are N(=NC(=O)OCC)C(=O)OCC (Diethyl azodicarboxylate), CC(C)(OC(=O)NCC[C@@H](C(=O)OC)O)C (Methyl (2S)-4-[[(1,1-dimethylethoxy)carbonyl]amino]-2-hydroxy-butanoate), ClC1=CC(=C(C#N)C=C1)O (4-chloro-2-hydroxybenzonitrile), C1(=CC=CC=C1)P(C1=CC=CC=C1)C1=CC=CC=C1 (triphenylphosphine). Solvent: O1CCCC1 (tetrahydrofuran). Reaction conditions: temperature 0 celsius, time 2 day. The product is C(C(=O)O)(=O)O.NCC[C@H](COC)OC1=C(C#N)C=CC(=C1)Cl (2-[[(1R)-3-Amino-1-(methoxymethyl)propyl]oxy]-4-chloro-benzonitrile oxalate). Yield: 148.7%. Reaction SMILES: CC(C)(OC([NH:7][CH2:8][CH2:9][C@H:10]([OH:15])[C:11]([O:13][CH3:14])=[O:12])=O)C.[Cl:17][C:18]1[CH:25]=[CH:24][C:21]([C:22]#[N:23])=[C:20]([OH:26])[CH:19]=1.C1(P(C2C=CC=CC=2)C2C=CC=CC=2)C=CC=CC=1.N(C(OCC)=O)=NC(OCC)=O>O1CCCC1>[C:10]([OH:15])(=[O:26])[C:11]([OH:13])=[O:12].[NH2:7][CH2:8][CH2:9][C@@H:10]([O:15][C:24]1[CH:25]=[C:18]([Cl:17])[CH:19]=[CH:20][C:21]=1[C:22]#[N:23])[CH2:11][O:13][CH3:14] |f:5.6|. Reported procedure: The product of step (b) (3.25 g, 13.9 mmol), 4-chloro-2-hydroxybenzonitrile (2.14 g, 13.9 mmol) and triphenylphosphine (4.38 g, 16.7 mmol) were dissolved in anhydrous tetrahydrofuran (80 ml) and the solution cooled to 0° C. Diethyl azodicarboxylate (2.91 g, 16.7 mmol) was added dropwise and the solution allowed to warm to room temperature, then stirred for 2 days. The solvent was removed in vacuo and the residue chromatographed on flash silica, eluting with hexane:ethyl acetate (3:1), to afford ... Reactants: ClC(C(=O)[O-])(Cl)Cl.[Na+] (sodium trichloroacetate), O(C1=CC=CC=C1)C=CC(=O)OCC (ethyl 3-phenoxy-2-propenoate). Run in COCCOC (1,2-dimethoxyethane). Yields the product O(C1=CC=CC=C1)C1C(C1C(=O)OCC)(Cl)Cl (ethyl 3-phenoxy-2,2-dichlorocyclopropanecarboxylate). As a reaction SMILES: [Cl:1][C:2](Cl)([Cl:6])C([O-])=O.[Na+].[O:9]([CH:16]=[CH:17][C:18]([O:20][CH2:21][CH3:22])=[O:19])[C:10]1[CH:15]=[CH:14][CH:13]=[CH:12][CH:11]=1>COCCOC>[O:9]([CH:16]1[CH:17]([C:18]([O:20][CH2:21][CH3:22])=[O:19])[C:2]1([Cl:6])[Cl:1])[C:10]1[CH:15]=[CH:14][CH:13]=[CH:12][CH:11]=1 |f:0.1|. Procedure details: The mixture of 20.9 g (113 mmol) sodium trichloroacetate, 15.4 g (80 mmol) ethyl 3-phenoxy-2-propenoate and 50 ml dry 1,2-dimethoxyethane is heated under reflux for 10 hr, under nitrogen. The mixture is filtered and solvent removed. The residue is purified by chromatography on silica gel, giving ethyl 3-phenoxy-2,2-dichlorocyclopropanecarboxylate, which is then hydrolyzed, as in Example 3, to give the corresponding carboxylic acid. Conditions: temperature 100 celsius, time 2 hour. Starting materials: C1NCCC2=CC=CC=C12 (1,2,3,4-tetrahydroisoquinoline), ClCCCC1=NOC2=C1C=CC(=C2)F (3-(3-chloropropyl)-6-fluoro-1,2-benzisoxazole), C([O-])(O)=O.[Na+] (sodium bicarbonate), [I-].[K+] (potassium iodide). The yield is 54.4%. Procedure: To 30 ml of dry dimethylformamide was added 2.13 g of 1,2,3,4-tetrahydroisoquinoline, 3.4 g of 3-(3-chloropropyl)-6-fluoro-1,2-benzisoxazole, 8.0 g of sodium bicarbonate, and a crystal of potassium iodide. After stirring at 100° C. for two hrs, the mixture was evaporated to an oil. The oil was stirred with 100 of ml water for five mins and then extracted with ether. The ether extract was washed with water (2x), saturated sodium chloride solution and dried over anhydrous magnesium sulfate. After ... Solvent: CN(C=O)C (dimethylformamide). The product is Cl.FC1=CC2=C(C(=NO2)CCCN2CC3=CC=CC=C3CC2)C=C1 (2-[3-(6-Fluoro-1,2-benzisoxazol-3-yl)propyl]-1,2,3,4-tetrahydroisoquinoline hydrochloride). As a reaction SMILES: [CH2:1]1[C:10]2[C:5](=[CH:6][CH:7]=[CH:8][CH:9]=2)[CH2:4][CH2:3][NH:2]1.[Cl:11][CH2:12][CH2:13][CH2:14][C:15]1[C:19]2[CH:20]=[CH:21][C:22]([F:24])=[CH:23][C:18]=2[O:17][N:16]=1.C(=O)(O)[O-].[Na+].[I-].[K+]>CN(C)C=O>[ClH:11].[F:24][C:22]1[CH:21]=[CH:20][C:19]2[C:15]([CH2:14][CH2:13][CH2:12][N:2]3[CH2:3][CH2:4][C:5]4[C:10](=[CH:9][CH:8]=[CH:7][CH:6]=4)[CH2:1]3)=[N:16][O:17][C:18]=2[CH:23]=1 |f:2.3,4.5,7.8|. Starting materials: Cc1c(Br)cccc1-c1ccc(C(N)=O)c2[nH]c3cc(C(C)(C)O)ccc3c12, O=C([O-])[O-], C1COCCO1, COC1=CC(=O)NC1, [Cs+], [Cs+], O=C(C=Cc1ccccc1)C=Cc1ccccc1, O=C(C=Cc1ccccc1)C=Cc1ccccc1, O=C(C=Cc1ccccc1)C=Cc1ccccc1, [Pd], [Pd], CC1(C)c2cccc(P(c3ccccc3)c3ccccc3)c2Oc2c(P(c3ccccc3)c3ccccc3)cccc21. Yields the product COC1=CC(=O)N(c2cccc(-c3ccc(C(N)=O)c4[nH]c5cc(C(C)(C)O)ccc5c34)c2C)C1. Reaction SMILES: [Br:1][c:2]1[c:3]([CH3:28])[c:4](-[c:8]2[cH:9][cH:10][c:11]([C:25](=[O:26])[NH2:27])[c:12]3[nH:13][c:14]4[cH:15][c:16]([C:21]([CH3:22])([CH3:23])[OH:24])[cH:17][cH:18][c:19]4[c:20]23)[cH:5][cH:6][cH:7]1.[C:37](=[O:38])([O-:39])[O-:40].[CH2:85]1[O:86][CH2:87][CH2:88][O:89][CH2:90]1.[CH3:29][O:30][C:31]1=[CH:32][C:33](=[O:36])[NH:34][CH2:35]1.[Cs+:41].[Cs+:42].[O:111]=[C:112]([CH:113]=[CH:114][c:115]1[cH:116][cH:117][cH:118][cH:119][cH:120]1)[CH:121]=[CH:122][c:123]1[cH:124][cH:125][cH:126][cH:127][cH:128]1.[O:129]=[C:130]([CH:131]=[CH:132][c:133]1[cH:134][cH:135][cH:136][cH:137][cH:138]1)[CH:139]=[CH:140][c:141]1[cH:142][cH:143][cH:144][cH:145][cH:146]1.[O:93]=[C:94]([CH:95]=[CH:96][c:97]1[cH:98][cH:99][cH:100][cH:101][cH:102]1)[CH:103]=[CH:104][c:105]1[cH:106][cH:107][cH:108][cH:109][cH:110]1.[Pd:91].[Pd:92].[c:43]1([P:44]([c:45]2[cH:46][cH:47][cH:48][cH:49][cH:50]2)[c:51]2[c:52]3[c:76]([cH:77][cH:78][cH:79]2)[C:73]([CH3:74])([CH3:75])[c:55]2[c:54]([c:59]([P:60]([c:61]4[cH:62][cH:63][cH:64][cH:65][cH:66]4)[c:67]4[cH:68][cH:69][cH:70][cH:71][cH:72]4)[cH:58][cH:57][cH:56]2)[O:53]3)[cH:80][cH:81][cH:82][cH:83][cH:84]1>>[c:2]1([N:34]2[C:33](=[O:36])[CH:32]=[C:31]([O:30][CH3:29])[CH2:35]2)[c:3]([CH3:28])[c:4](-[c:8]2[cH:9][cH:10][c:11]([C:25](=[O:26])[NH2:27])[c:12]3[nH:13][c:14]4[cH:15][c:16]([C:21]([CH3:22])([CH3:23])[OH:24])[cH:17][cH:18][c:19]4[c:20]23)[cH:5][cH:6][cH:7]1. Starting materials: CCN(C(C)C)C(C)C, Clc1ccc(C23CNCC2C3)cc1Cl, Cl, CCI, CN(C)C=O. Product: CC(C)N1CC2CC2(c2ccc(Cl)c(Cl)c2)C1. RXN SMILES: [CH:19]([CH3:20])([CH3:21])[N:22]([CH2:23][CH3:24])[CH:25]([CH3:26])[CH3:27].[Cl:2][c:3]1[cH:4][c:5]([C:10]23[CH2:11][NH:12][CH2:13][CH:14]2[CH2:15]3)[cH:6][cH:7][c:8]1[Cl:9].[ClH:1].[I:16][CH2:17][CH3:18].[O:28]=[CH:29][N:30]([CH3:31])[CH3:32]>>[Cl:2][c:3]1[cH:4][c:5]([C:10]23[CH2:11][N:12]([CH:19]([CH3:20])[CH3:21])[CH2:13][CH:14]2[CH2:15]3)[cH:6][cH:7][c:8]1[Cl:9]. Reactants: FC=1C=C2C(=NC1)SC(N2CC=O)=O ((6-fluoro-2-oxo[1,3]thiazolo[5,4-b]pyridin-1(2H)-yl)acetaldehyde), FC(C(=O)O)(F)F (trifluoroacetic acid), O1CCOC=2C=NC(=CC21)CN(C(OC(C)(C)C)=O)C2CCNCC2 (1,1-dimethylethyl (2,3-dihydro[1,4]dioxino[2,3-c]pyridin-7-ylmethyl)-4-piperidinylcarbamate), CO (MeOH), (polystyrylmethyl)trimethylammonium cyanoborohydride, C(Cl)(Cl)Cl (chloroform). Reagents/catalysts: C(C)(=O)O (acetic acid). Run in C(Cl)Cl (DCM). Conditions: time 60 hour. The product is Cl.Cl.O1CCOC=2C=NC(=CC21)CNC2CCN(CC2)CCN2C(SC1=NC=C(C=C12)F)=O (1-(2-{4-[(2,3-dihydro[1,4]dioxino[2,3-c]pyridin-7-ylmethyl)amino]-1-piperidinyl}ethyl)-6-fluoro[1,3]thiazolo[5,4-b]pyridin-2(1H)-one Dihydrochloride). Isolated yield 51.0%. Reaction SMILES: [F:1][C:2]1[CH:3]=[C:4]2[N:10]([CH2:11][CH:12]=O)[C:9](=[O:14])[S:8][C:5]2=[N:6][CH:7]=1.[O:15]1[C:24]2[CH:23]=[C:22]([CH2:25][N:26]([CH:34]3[CH2:39][CH2:38][NH:37][CH2:36][CH2:35]3)C(=O)OC(C)(C)C)[N:21]=[CH:20][C:19]=2[O:18][CH2:17][CH2:16]1.CO.FC(F)(F)C(O)=O.C(Cl)(Cl)[Cl:50]>C(O)(=O)C.C(Cl)Cl>[ClH:50].[ClH:50].[O:15]1[C:24]2[CH:23]=[C:22]([CH2:25][NH:26][CH:34]3[CH2:39][CH2:38][N:37]([CH2:12][CH2:11][N:10]4[C:4]5[C:5](=[N:6][CH:7]=[C:2]([F:1])[CH:3]=5)[S:8][C:9]4=[O:14])[CH2:36][CH2:35]3)[N:21]=[CH:20][C:19]=2[O:18][CH2:17][CH2:16]1 |f:7.8.9|. Procedure: (6-fluoro-2-oxo[1,3]thiazolo[5,4-b]pyridin-1(2H)-yl)acetaldehyde (0.046 g, 0.22 mmole) and 1,1-dimethylethyl (2,3-dihydro[1,4]dioxino[2,3-c]pyridin-7-ylmethyl)-4-piperidinylcarbamate (0.069 g, 0.2 mmole) (for a synthesis see WO2004/058144 Example 99(h)) were dissolved in chloroform (5 ml) and MeOH (1 ml) and treated with acetic acid (10 drops) and (polystyrylmethyl)trimethylammonium cyanoborohydride (Novabiochem) (4.1 mmol/g, 0.39 g), and the mixture stirred at rt for 60 h. The reaction was filt... The reactants are N#Cc1ccc(Br)cc1, O=C([O-])[O-], CC(C)(C)C(=O)CC(=O)C(C)(C)C, CN1CCCC1=O, Cl[Cu], [Cs+], [Cs+], Oc1ccccc1F. The product is N#Cc1ccc(Oc2ccccc2F)cc1. As a reaction SMILES: [Br:1][c:2]1[cH:3][cH:4][c:5]([C:6]#[N:7])[cH:8][cH:9]1.[C:31](=[O:32])([O-:33])[O-:34].[CH3:18][C:19]([CH3:20])([C:21](=[O:22])[CH2:23][C:24](=[O:25])[C:26]([CH3:27])([CH3:28])[CH3:29])[CH3:30].[CH3:37][N:38]1[CH2:39][CH2:40][CH2:41][C:42]1=[O:43].[Cl:44][Cu:45].[Cs+:35].[Cs+:36].[F:10][c:11]1[c:12]([OH:17])[cH:13][cH:14][cH:15][cH:16]1>>[c:2]1([O:17][c:12]2[c:11]([F:10])[cH:16][cH:15][cH:14][cH:13]2)[cH:3][cH:4][c:5]([C:6]#[N:7])[cH:8][cH:9]1. Starting materials: CN1CCNCC1 (1-methyl-piperazine), C1(=CC=CC=C1)S(=O)(=O)C=1C(=NN2C1N=C(C=C2Cl)CN2CCN(CC2)C)SC (3-benzenesulphonyl-7-chloro-5-(4-methyl-piperazin-1-ylmethyl)-2-methylsulphanyl-pyrazolo[1,5-a]pyrimidine). Solvent: CN(C)C=O (DMF). Run at time 6 hour. The product is C1(=CC=CC=C1)S(=O)(=O)C=1C(=NN2C1N=C(C=C2N2CCN(CC2)C)CN2CCN(CC2)C)SC (3-benzenesulphonyl-7-(4-methyl-piperazin-1-yl)-5-(4-methyl-piperazin-1-ylmethyl)-2-methylsulphanyl-pyrazolo[1,5-a]pyrimidine). The yield is 82.2%. Reaction SMILES: [CH3:1][N:2]1[CH2:7][CH2:6][NH:5][CH2:4][CH2:3]1.[C:8]1([S:14]([C:17]2[C:18]([S:35][CH3:36])=[N:19][N:20]3[C:25](Cl)=[CH:24][C:23]([CH2:27][N:28]4[CH2:33][CH2:32][N:31]([CH3:34])[CH2:30][CH2:29]4)=[N:22][C:21]=23)(=[O:16])=[O:15])[CH:13]=[CH:12][CH:11]=[CH:10][CH:9]=1>CN(C=O)C>[C:8]1([S:14]([C:17]2[C:18]([S:35][CH3:36])=[N:19][N:20]3[C:25]([N:5]4[CH2:6][CH2:7][N:2]([CH3:1])[CH2:3][CH2:4]4)=[CH:24][C:23]([CH2:27][N:28]4[CH2:33][CH2:32][N:31]([CH3:34])[CH2:30][CH2:29]4)=[N:22][C:21]=23)(=[O:16])=[O:15])[CH:13]=[CH:12][CH:11]=[CH:10][CH:9]=1. Procedure details: 0.4 g (4 mmol) of 1-methyl-piperazine was added to a solution of 0.8 g (1.77 mmol) of 3-benzenesulphonyl-7-chloro-5-(4-methyl-piperazin-1-ylmethyl)-2-methylsulphanyl-pyrazolo[1,5-a]pyrimidine in 20 ml of DMF and stirred at RT for 6 hrs. The reaction solution was evaporated and the residue was partitioned between 2N NaOH and CH2Cl2. The aqueous phase was extracted three times with CH2Cl2, and the combined organic phases were dried (MgSO4), filtered and evaporated. Subsequent chromatography (SiO2,... Reactants: C(C)SC=1N=CC2=C(N1)N(C=C(C2=O)C(=O)O)C2CC2 (2-ethylmercapto-8-cyclopropyl-5-oxo-5,8-dihydro-pyrido[2,3-d]pyrimidine-6-carboxylic acid), CN1CCNCC1 (N-methylpiperazine). Run in N-dimethylformamide. Yields the product CN1CCN(CC1)C=1N=CC2=C(N1)N(C=C(C2=O)C(=O)O)C2CC2 (4-methyl-piperazino-8-cyclopropyl-5-oxo-5,8-dihydro-pyrido[2,3-d]pyrimidine-6-carboxylic acid). As a reaction SMILES: C(S[C:4]1[N:5]=[CH:6][C:7]2[C:13](=[O:14])[C:12]([C:15]([OH:17])=[O:16])=[CH:11][N:10]([CH:18]3[CH2:20][CH2:19]3)[C:8]=2[N:9]=1)C.[CH3:21][N:22]1[CH2:27][CH2:26][NH:25][CH2:24][CH2:23]1>>[CH3:21][N:22]1[CH2:27][CH2:26][N:25]([C:4]2[N:5]=[CH:6][C:7]3[C:13](=[O:14])[C:12]([C:15]([OH:17])=[O:16])=[CH:11][N:10]([CH:18]4[CH2:19][CH2:20]4)[C:8]=3[N:9]=2)[CH2:24][CH2:23]1. Procedure: A solution of 2.91 g of 2-ethylmercapto-8-cyclopropyl-5-oxo-5,8-dihydro-pyrido[2,3-d]pyrimidine-6-carboxylic acid and 2.2 l g of N-methylpiperazine in 30 ml of N-dimethylformamide is heated at 110° for 2.5 hours. The solvent is distilled off in vacuo and the residue is recrystallised from ethanol. 2.4 g (73% of the theoretical yield) of 2-(4-methyl-piperazino-8-cyclopropyl-5-oxo-5,8-dihydro-pyrido[2,3-d]pyrimidine-6-carboxylic acid with a melting point of 209°-210° C. are obtained.